The task is: describe an organic reaction: reactants, conditions, products, and yield. This data is from the Open Reaction Database (ORD), a public repository of structured organic reaction records. Procedure: Following the procedure of Example 97, the reaction of imidazole with 2-chloro-6-trifluoromethyl-4-(3,4-ethylendioxybenzylamino)-thieno-[2,3-d]-pyrimidine gives 2-(imidazol-1-yl)-6-trifluoromethyl-4-(3,4-ethylendioxybenzylamino)-thieno-[2,3-d]-pyrimidine. Reaction SMILES: [NH:1]1[CH:5]=[CH:4][N:3]=[CH:2]1.Cl[C:7]1[N:8]=[C:9]([NH:20][CH2:21][C:22]2[CH:27]=[CH:26][C:25]3[O:28][CH2:29][CH2:30][O:31][C:24]=3[CH:23]=2)[C:10]2[CH:15]=[C:14]([C:16]([F:19])([F:18])[F:17])[S:13][C:11]=2[N:12]=1>>[N:1]1([C:7]2[N:8]=[C:9]([NH:20][CH2:21][C:22]3[CH:27]=[CH:26][C:25]4[O:28][CH2:29][CH2:30][O:31][C:24]=4[CH:23]=3)[C:10]3[CH:15]=[C:14]([C:16]([F:17])([F:19])[F:18])[S:13][C:11]=3[N:12]=2)[CH:5]=[CH:4][N:3]=[CH:2]1. Product: N1(C=NC=C1)C=1N=C(C2=C(N1)SC(=C2)C(F)(F)F)NCC2=CC1=C(C=C2)OCCO1 (2-(imidazol-1-yl)-6-trifluoromethyl-4-(3,4-ethylendioxybenzylamino)-thieno-[2,3-d]-pyrimidine). Starting materials: N1C=NC=C1 (imidazole), ClC=1N=C(C2=C(N1)SC(=C2)C(F)(F)F)NCC2=CC1=C(C=C2)OCCO1 (2-chloro-6-trifluoromethyl-4-(3,4-ethylendioxybenzylamino)-thieno-[2,3-d]-pyrimidine). Starting materials: O.[OH-].[Li+] (lithium hydroxide monohydrate), solution, CO (methanol), C1(=CC=CS1)C(=O)CN1C(C(CN(C2=C1C=CC=C2)C2CCCCC2)NC(=O)NC2=CC=C(C=C2)C(=O)OCC)=O (1-[1-(2-Thenoylmethyl)-2-oxo-5-cyclohexyl-1,3,4,5-tetrahydro-2H-1,5-benzodiazepin-3-yl]-3-(4-ethoxycarbonylphenyl)urea). Solvent: O1CCCC1 (tetrahydrofuran). Reaction conditions: temperature 45 celsius, time 1 hour. Yields the product C1(=CC=CS1)C(=O)CN1C(C(CN(C2=C1C=CC=C2)C2CCCCC2)NC(NC=2C=C(C(=O)O)C=CC2)=O)=O (3-[3-[1-(2-thenoylmethyl)-2-oxo-5-cyclohexyl-1,3,4,5-tetrahydro-2H-1,5-benzodiazepin-3-yl]ureido]benzoic acid). Yield: 92.4%. Reaction SMILES: [C:1]1([C:6]([CH2:8][N:9]2[C:15]3[CH:16]=[CH:17][CH:18]=[CH:19][C:14]=3[N:13]([CH:20]3[CH2:25][CH2:24][CH2:23][CH2:22][CH2:21]3)[CH2:12][CH:11]([NH:26][C:27]([NH:29][C:30]3[CH:35]=[CH:34][C:33](C(OCC)=O)=[CH:32][CH:31]=3)=[O:28])[C:10]2=[O:41])=O)[S:5][CH:4]=[CH:3][CH:2]=1.[OH2:42].[OH-:43].[Li+].[CH3:45][OH:46]>O1CCCC1>[C:1]1([C:6]([CH2:8][N:9]2[C:15]3[CH:16]=[CH:17][CH:18]=[CH:19][C:14]=3[N:13]([CH:20]3[CH2:25][CH2:24][CH2:23][CH2:22][CH2:21]3)[CH2:12][CH:11]([NH:26][C:27](=[O:28])[NH:29][C:30]3[CH:35]=[C:34]([CH:33]=[CH:32][CH:31]=3)[C:45]([OH:46])=[O:43])[C:10]2=[O:41])=[O:42])[S:5][CH:4]=[CH:3][CH:2]=1 |f:1.2.3|. Reported procedure: 1-[1-(2-Thenoylmethyl)-2-oxo-5-cyclohexyl-1,3,4,5-tetrahydro-2H-1,5-benzodiazepin-3-yl]-3-(4-ethoxycarbonylphenyl)urea (0.70 g) was dissolved in tetrahydrofuran (19 ml), aqueous lithium hydroxide monohydrate (0.26 g) solution (15 ml) and methanol (7 ml) were added, the mixture was stirred at 40-50° C. for one hours. The reaction mixture was concentrated under reduced pressure, 1N hydrochloric acid and chloroform were added to the residue, and extracted. The organic layer was washed with water an... Reactants: O=C([O-])[O-], CN(C)C=O, CCOC(C)=O, FC(F)(F)c1ccc(Cl)nc1, [K+], [K+], O=C1CCc2c(O)cccc21. Product: O=C1CCc2c(Oc3ccc(C(F)(F)F)cn3)cccc21. RXN SMILES: [C:23](=[O:24])([O-:25])[O-:26].[CH3:29][N:30]([CH3:31])[CH:32]=[O:33].[CH3:34][CH2:35][O:36][C:37](=[O:38])[CH3:39].[Cl:12][c:13]1[n:14][cH:15][c:16]([C:19]([F:20])([F:21])[F:22])[cH:17][cH:18]1.[K+:27].[K+:28].[OH:1][c:2]1[c:3]2[c:7]([cH:8][cH:9][cH:10]1)[C:6](=[O:11])[CH2:5][CH2:4]2>>[O:1]([c:2]1[c:3]2[c:7]([cH:8][cH:9][cH:10]1)[C:6](=[O:11])[CH2:5][CH2:4]2)[c:13]1[n:14][cH:15][c:16]([C:19]([F:20])([F:21])[F:22])[cH:17][cH:18]1. The reactants are ClC=1C=C(C(=NC1)NC=1C=NC(=CC1)OC)C1=NC(=NC(=N1)C)N(CC1=CC=C(C=C1)OC)CC1=CC=C(C=C1)OC (4-(5-chloro-2-(6-methoxypyridin-3-ylamino)pyridin-3-yl)-N,N-bis(4-methoxybenzyl)-6-methyl-1,3,5-triazin-2-amine), FC=1C=C(C=NC1)B(O)O (5-fluoropyridin-3-ylboronic acid). Product: NC1=NC(=NC(=N1)C)C=1C=C(C=NC1NC=1C=NC(=CC1)OC)C=1C=NC=C(C1)F (5-(4-Amino-6-Methyl-1,3,5-Triazin-2-yl)-5′-Fluoro-N-(6-Methoxypyridin-3-yl)-3,3′-Bipyridin-6-Amine), solid. The yield is 22.0%. Reaction SMILES: Cl[C:2]1[CH:3]=[C:4]([C:17]2[N:22]=[C:21]([CH3:23])[N:20]=[C:19]([N:24](CC3C=CC(OC)=CC=3)CC3C=CC(OC)=CC=3)[N:18]=2)[C:5]([NH:8][C:9]2[CH:10]=[N:11][C:12]([O:15][CH3:16])=[CH:13][CH:14]=2)=[N:6][CH:7]=1.[F:43][C:44]1[CH:45]=[C:46](B(O)O)[CH:47]=[N:48][CH:49]=1>>[NH2:24][C:19]1[N:20]=[C:21]([CH3:23])[N:22]=[C:17]([C:4]2[CH:3]=[C:2]([C:46]3[CH:47]=[N:48][CH:49]=[C:44]([F:43])[CH:45]=3)[CH:7]=[N:6][C:5]=2[NH:8][C:9]2[CH:10]=[N:11][C:12]([O:15][CH3:16])=[CH:13][CH:14]=2)[N:18]=1. Procedure: The title compound was prepared in an analogous manner to that described in Example 247 using 4-(5-chloro-2-(6-methoxypyridin-3-ylamino)pyridin-3-yl)-N,N-bis(4-methoxybenzyl)-6-methyl-1,3,5-triazin-2-amine and 5-fluoropyridin-3-ylboronic acid (Combi-Blocks Inc.), and was isolated as an orange crystalline solid (22%). m/z (ESI, +ve ion) 405.0 (M+H)+. 1H NMR (400 MHz, d6-DMSO) δ 11.90 (1H, s); 9.09 (1H, d, J=2.7 Hz); 8.80 (1H, s); 8.75 (1H, d, J=2.7 Hz); 8.56 (2H, t, J=2.5 Hz); 8.19 (1H, dd, J=8.9...